Dataset: the Open Reaction Database (ORD), a public repository of structured organic reaction records. Task: describe an organic reaction: reactants, conditions, products, and yield As a reaction SMILES: [CH3:30][S:31](=[O:32])(=[O:33])[NH2:34].[CH3:36][N:37]([CH3:38])[CH2:39][CH2:40][CH2:41][N:42]=[C:43]=[N:44][CH2:45][CH3:46].[CH3:50][CH2:51][O:52][C:53](=[O:54])[CH3:55].[Cl:1][c:2]1[cH:3][c:4]([C:16](=[O:17])[NH:18][CH:19]([CH3:20])[c:21]2[cH:22][cH:23][c:24]([C:25](=[O:26])[OH:27])[cH:28][cH:29]2)[c:5]([O:8][c:9]2[cH:10][cH:11][c:12]([F:15])[cH:13][cH:14]2)[n:6][cH:7]1.[Cl:47][CH2:48][Cl:49].[ClH:35]>>[Cl:1][c:2]1[cH:3][c:4]([C:16](=[O:17])[NH:18][CH:19]([CH3:20])[c:21]2[cH:22][cH:23][c:24]([C:25](=[O:26])[NH:34][S:31]([CH3:30])(=[O:32])=[O:33])[cH:28][cH:29]2)[c:5]([O:8][c:9]2[cH:10][cH:11][c:12]([F:15])[cH:13][cH:14]2)[n:6][cH:7]1. The reactants are CS(N)(=O)=O, CCN=C=NCCCN(C)C, CCOC(C)=O, CC(NC(=O)c1cc(Cl)cnc1Oc1ccc(F)cc1)c1ccc(C(=O)O)cc1, ClCCl, Cl. The product is CC(NC(=O)c1cc(Cl)cnc1Oc1ccc(F)cc1)c1ccc(C(=O)NS(C)(=O)=O)cc1. Starting materials: O=C([O-])[O-], CC(C)I, ClCCl, [Cs+], [Cs+], CON(C)C(=O)c1ccc(F)c(O)c1, CN(C)C=O, O. Product: CON(C)C(=O)c1ccc(F)c(OC(C)C)c1. Reaction SMILES: [C:19](=[O:20])([O-:21])[O-:22].[CH:15]([CH3:16])([CH3:17])[I:18].[Cl:30][CH2:31][Cl:32].[Cs+:23].[Cs+:24].[F:1][c:2]1[c:3]([OH:14])[cH:4][c:5]([C:6](=[O:7])[N:8]([CH3:9])[O:10][CH3:11])[cH:12][cH:13]1.[O:25]=[CH:26][N:27]([CH3:28])[CH3:29].[OH2:33]>>[F:1][c:2]1[c:3]([O:14][CH:15]([CH3:16])[CH3:17])[cH:4][c:5]([C:6](=[O:7])[N:8]([CH3:9])[O:10][CH3:11])[cH:12][cH:13]1. Reactants: Cl.C(C1=CC=CC=C1)OC(=O)N(C(C)C)CC1NCCC2=CC=C(C(=C12)O)O (1-(N-benzyloxycarbonyl-N-isopropylaminomethyl)-7,8-dihydroxy-1,2,3,4-tetrahydroisoquinoline hydrochloride), Cl (hydrochloric acid). Solvent: C(C)(=O)O (acetic acid). Yields the product Cl.Cl.C(C)(C)NCC1NCCC2=CC=C(C(=C12)O)O (1-(N-isopropylaminomethyl)-7,8-dihydroxy-1,2,3,4-tetrahydroisoquinoline dihydrochloride). As a reaction SMILES: [ClH:1].C(OC([N:12]([CH2:16][CH:17]1[C:26]2[C:21](=[CH:22][CH:23]=[C:24]([OH:28])[C:25]=2[OH:27])[CH2:20][CH2:19][NH:18]1)[CH:13]([CH3:15])[CH3:14])=O)C1C=CC=CC=1.Cl>C(O)(=O)C>[ClH:1].[ClH:1].[CH:13]([NH:12][CH2:16][CH:17]1[C:26]2[C:21](=[CH:22][CH:23]=[C:24]([OH:28])[C:25]=2[OH:27])[CH2:20][CH2:19][NH:18]1)([CH3:15])[CH3:14] |f:0.1,4.5.6|. Procedure details: A mixture of 1-(N-benzyloxycarbonyl-N-isopropylaminomethyl)-7,8-dihydroxy-1,2,3,4-tetrahydroisoquinoline hydrochloride (1.1 g), acetic acid (11 ml) and conc. hydrochloric acid (11 ml) was refluxed for 1.5 hours. The reaction mixture was concentrated to dryness under reduced pressure and the residue was washed with acetone, followed by recrystallization from a mixture of methanol and ether to give 1-(N-isopropylaminomethyl)-7,8-dihydroxy-1,2,3,4-tetrahydroisoquinoline dihydrochloride, colorless c... The yield is 92.8%. Yields the product ClC1=C(C=CC(=C1)F)C1=C(C=C(S1)C(=O)OC)C1=CC=C(C=C1)OCCCOC1OCCCC1 (Methyl 5-(2-chloro-4-fluorophenyl)-4-{4-[3-(tetrahydro-2H-pyran-2-yloxy)propoxy]phenyl}thiophene-2-carboxylate). The reactants are ClC1=C(C=CC(=C1)F)C1=C(C=C(S1)C(=O)OC)C1=CC=C(C=C1)O (Methyl 5-(2-chloro-4-fluorophenyl)-4-(4-hydroxyphenyl)thiophene-2-carboxylate), BrCCCOC1OCCCC1 (2-(3-bromopropoxy)tetrahydro-2H-pyran), C([O-])([O-])=O.[K+].[K+] (potassium carbonate), CN(C)C=O (DMF). RXN SMILES: [Cl:1][C:2]1[CH:7]=[C:6]([F:8])[CH:5]=[CH:4][C:3]=1[C:9]1[S:13][C:12]([C:14]([O:16][CH3:17])=[O:15])=[CH:11][C:10]=1[C:18]1[CH:23]=[CH:22][C:21]([OH:24])=[CH:20][CH:19]=1.Br[CH2:26][CH2:27][CH2:28][O:29][CH:30]1[CH2:35][CH2:34][CH2:33][CH2:32][O:31]1.C(=O)([O-])[O-].[K+].[K+].CN(C=O)C>CCOCC>[Cl:1][C:2]1[CH:7]=[C:6]([F:8])[CH:5]=[CH:4][C:3]=1[C:9]1[S:13][C:12]([C:14]([O:16][CH3:17])=[O:15])=[CH:11][C:10]=1[C:18]1[CH:23]=[CH:22][C:21]([O:24][CH2:26][CH2:27][CH2:28][O:29][CH:30]2[CH2:35][CH2:34][CH2:33][CH2:32][O:31]2)=[CH:20][CH:19]=1 |f:2.3.4|. The solvent is CCOCC (ether). Run at temperature 60 celsius. Procedure details: 4.8 g of the compound obtained in stage 16E), 3.6 g of 2-(3-bromopropoxy)tetrahydro-2H-pyran and 2.2 g of potassium carbonate are added to 30 ml of DMF and then the mixture is heated at 60° C. for 7 hours. It is poured onto ice-cold water, extraction is carried out with ether and the extract is dried and concentrated to dryness. After purifying by chromatography on silica (heptane and then heptane/AcOEt: 90/10), 6.2 g of the expected compound are obtained. The reactants are COC=1C=C(C=CC1)C12CCN(C=C2CCC1)C (4a-(3-methoxyphenyl)-2-methyl-3,4,4a,5,6,7-hexahydro-2-pyrindine), COC=1C=C(C=CC1)[C@@]12CCN(C[C@@H]2CCC1)C (trans-4a-(3-methoxyphenyl)-2-methyl-2,3,4,4a,5,6,7,7a-octahydro-1H-2-pyrindine). Reagents/catalysts: [Pt]=O (platinum oxide). Product: COC=1C=C(C=CC1)[C@@]12CCN(C[C@H]2CCC1)C (cis-4a-(3-methoxyphenyl)-2-methyl-2,3,4,4a,5,6,7,7a-octahydro-1H-2-pyrindine). RXN SMILES: [CH3:1][O:2][C:3]1[CH:4]=[C:5]([C:9]23[CH2:17][CH2:16][CH2:15][C:14]2=[CH:13][N:12]([CH3:18])[CH2:11][CH2:10]3)[CH:6]=[CH:7][CH:8]=1.COC1C=C([C@@]23CCC[C@H]2CN(C)CC3)C=CC=1>[Pt]=O>[CH3:1][O:2][C:3]1[CH:4]=[C:5]([C@@:9]23[CH2:17][CH2:16][CH2:15][C@@H:14]2[CH2:13][N:12]([CH3:18])[CH2:11][CH2:10]3)[CH:6]=[CH:7][CH:8]=1. Reported procedure: Following the procedure set forth in Example 5, 4a-(3-methoxyphenyl)-2-methyl-3,4,4a,5,6,7-hexahydro-2-pyrindine was hydrogenated over platinum oxide to provide a 60:40 mixture of trans-4a-(3-methoxyphenyl)-2-methyl-2,3,4,4a,5,6,7,7a-octahydro-1H-2-pyrindine and the corresponding cis-isomer. The trans isomer was crystallized asthe picrate salt. The cis isomer was isolated as the free base, namely cis-4a-(3-methoxyphenyl)-2-methyl-2,3,4,4a,5,6,7,7a-octahydro-1H-2-pyrindine; M.P.=40°-43° C.